From a dataset of the Open Reaction Database (ORD), a public repository of structured organic reaction records. describe an organic reaction: reactants, conditions, products, and yield The reactants are C(C)OC(C)=O (ethylacetate), COC([C@@H](C(C)C)NS(=O)(=O)C1=CC2=C(N=C(S2)SCC)C=C1)=O ((2R)-3-methyl-2-[(2-ethylthiobenzthiazol-6-sulfonyl)amino]butanoic acid methylester), C(=O)([O-])[O-].[K+].[K+] (K2CO3), C(C1=CC=CC=C1)Br (benzylbromide). The solvent is O (H2O), CN(C)C=O (DMF). Reaction conditions: time 1 hour. Product: COC([C@@H](C(C)C)N(CC1=CC=CC=C1)S(=O)(=O)C1=CC2=C(N=C(S2)SCC)C=C1)=O ((2R)-3-methyl-2-[(ethylthio-6-benzthiazolsulfonyl)benzylamino]butanoic Acid Methylester). As a reaction SMILES: [CH3:1][O:2][C:3](=[O:24])[C@H:4]([NH:8][S:9]([C:12]1[CH:23]=[CH:22][C:15]2[N:16]=[C:17]([S:19][CH2:20][CH3:21])[S:18][C:14]=2[CH:13]=1)(=[O:11])=[O:10])[CH:5]([CH3:7])[CH3:6].C([O-])([O-])=O.[K+].[K+].[CH2:31](Br)[C:32]1[CH:37]=[CH:36][CH:35]=[CH:34][CH:33]=1.C(OC(=O)C)C>CN(C=O)C.O>[CH3:1][O:2][C:3](=[O:24])[C@H:4]([N:8]([S:9]([C:12]1[CH:23]=[CH:22][C:15]2[N:16]=[C:17]([S:19][CH2:20][CH3:21])[S:18][C:14]=2[CH:13]=1)(=[O:11])=[O:10])[CH2:31][C:32]1[CH:37]=[CH:36][CH:35]=[CH:34][CH:33]=1)[CH:5]([CH3:7])[CH3:6] |f:1.2.3|. Procedure details: (2R)-3-methyl-2-[(2-ethylthiobenzthiazol-6-sulfonyl)amino]butanoic acid methylester (0.16 g, 0.376 mmol) prepared in a similar manner as in Example 14 was dissolved in DMF (1 mL). K2CO3 (150 mg, 3 equi.) and benzylbromide (0.056 mL, 1.3 equi.) were added at RT. After stirring the reaction solution for 1 hour at RT, ethylacetate (5 mL) and H2O were added to afford the phase separation, when starting material was exhausted. The separated organic phase was washed with H2O for several times, dried o... The reactants are COC1=CC=C(C=CC(=O)O)C=C1 (4-methoxycinnamic acid), S(O)(O)(=O)=O (sulfuric acid), CO (methanol). Product: COC(C=CC1=CC=C(C=C1)OC)=O (4-methoxycinnamic acid methyl ester). Reaction SMILES: [CH3:1][O:2][C:3]1[CH:13]=[CH:12][C:6]([CH:7]=[CH:8][C:9]([OH:11])=[O:10])=[CH:5][CH:4]=1.S(=O)(=O)(O)O.[CH3:19]O>>[CH3:19][O:10][C:9](=[O:11])[CH:8]=[CH:7][C:6]1[CH:12]=[CH:13][C:3]([O:2][CH3:1])=[CH:4][CH:5]=1. Procedure: A suspension of 300 g of 4-methoxycinnamic acid (J. Chem. Soc., Chem. Comm., 355, (1978)) and 25 ml of concentrated sulfuric acid in 1.7 liters of methanol is heated to reflux for 96 hours. The solution is concentrated, cooled, and filtered to give as a white solid, 4-methoxycinnamic acid methyl ester, mp 85°-86° C. Starting materials: Cl, FC(F)(F)c1ccccc1C(OC1CNC1)c1ccc(Cl)cc1, O=C=NC1CCCCC1. The product is O=C(NC1CCCCC1)N1CC(OC(c2ccc(Cl)cc2)c2ccccc2C(F)(F)F)C1. As a reaction SMILES: [ClH:1].[F:2][C:3]([c:4]1[c:5]([CH:6]([c:7]2[cH:8][cH:9][c:10]([Cl:13])[cH:11][cH:12]2)[O:14][CH:15]2[CH2:16][NH:17][CH2:18]2)[cH:19][cH:20][cH:21][cH:22]1)([F:23])[F:24].[O:25]=[C:26]=[N:27][CH:28]1[CH2:29][CH2:30][CH2:31][CH2:32][CH2:33]1>>[F:2][C:3]([c:4]1[c:5]([CH:6]([c:7]2[cH:8][cH:9][c:10]([Cl:13])[cH:11][cH:12]2)[O:14][CH:15]2[CH2:16][N:17]([C:26](=[O:25])[NH:27][CH:28]3[CH2:29][CH2:30][CH2:31][CH2:32][CH2:33]3)[CH2:18]2)[cH:19][cH:20][cH:21][cH:22]1)([F:23])[F:24].